From a dataset of the Open Reaction Database (ORD), a public repository of structured organic reaction records. describe an organic reaction: reactants, conditions, products, and yield Reactants: COc1ccc(C)cc1S(=O)(=O)Cl, COc1ccc2[nH]ccc2c1CN(C)C, CO, O=C(O)C(F)(F)F, [H-], [Na+], CN(C)C=O. Product: COc1ccc(C)cc1S(=O)(=O)n1ccc2c(CN(C)C)c(OC)ccc21, O=C(O)C(F)(F)F. RXN SMILES: [CH3:18][O:19][c:20]1[c:21]([S:27](=[O:28])(=[O:29])[Cl:30])[cH:22][c:23]([CH3:26])[cH:24][cH:25]1.[CH3:3][O:4][c:5]1[c:6]([CH2:14][N:15]([CH3:16])[CH3:17])[c:7]2[cH:8][cH:9][nH:10][c:11]2[cH:12][cH:13]1.[CH3:43][OH:44].[F:31][C:32]([C:33](=[O:34])[OH:35])([F:36])[F:37].[H-:2].[Na+:1].[O:38]=[CH:39][N:40]([CH3:41])[CH3:42]>>[CH3:3][O:4][c:5]1[c:6]([CH2:14][N:15]([CH3:16])[CH3:17])[c:7]2[cH:8][cH:9][n:10]([S:27]([c:21]3[c:20]([O:19][CH3:18])[cH:25][cH:24][c:23]([CH3:26])[cH:22]3)(=[O:28])=[O:29])[c:11]2[cH:12][cH:13]1.[F:31][C:32]([C:33](=[O:34])[OH:35])([F:36])[F:37].